This data is from the Open Reaction Database (ORD), a public repository of structured organic reaction records. The task is: describe an organic reaction: reactants, conditions, products, and yield Reactants: C(CCCC)OC(C(=O)OCC)C (ethyl 2-pentyloxypropionate), [H-].[H-].[H-].[H-].[Li+].[Al+3] (LiAlH4), Cl (hydrochloric acid). Solvent: CCOCC (ether). Reaction conditions: time 8 hour. Product: C(CCCC)OC(CO)C (2-pentyloxypropanol). Isolated yield 86.8%. Reaction SMILES: [H-].[H-].[H-].[H-].[Li+].[Al+3].[CH2:7]([O:12][CH:13]([CH3:19])[C:14](OCC)=[O:15])[CH2:8][CH2:9][CH2:10][CH3:11].Cl>CCOCC>[CH2:7]([O:12][CH:13]([CH3:19])[CH2:14][OH:15])[CH2:8][CH2:9][CH2:10][CH3:11] |f:0.1.2.3.4.5|. Procedure details: 7.5 g of LiAlH4 was added to 250 ml of ether, and under stirring below 10° C., 46 g of the above ester was dropped in 2 hours. After the addition, the mixture was stirred for 2 hours and left standing overnight. The mixture was acidified to pH 1 with 5%-hydrochloric acid and extracted with ether. The ether layer, after being separated, was dried with anhydrous MgSO4, followd by distilling-off of the ether to obtain 31 g of 2-pentyloxypropanol. Reactants: Cl (HCl), IC1=CC=C(C=C1)S(=O)(=O)N[C@@H](CN)C(=O)O (2(S)-(4-Iodo-phenylsulfonylamino)-β-alanine), CCO (EtOH). Reaction conditions: temperature 60 celsius, time 18 hour. Yields the product Cl.C(C)NC[C@@H](C(=O)O)NS(=O)(=O)C1=CC=C(C=C1)I (Ethyl 2(S)-(4-iodo-phenylsulfonylamino)-β-alanine-hydrochloride). RXN SMILES: [ClH:1].[I:2][C:3]1[CH:8]=[CH:7][C:6]([S:9]([NH:12][C@H:13]([C:16]([OH:18])=[O:17])[CH2:14][NH2:15])(=[O:11])=[O:10])=[CH:5][CH:4]=1.[CH3:19][CH2:20]O>>[ClH:1].[CH2:19]([NH:15][CH2:14][C@H:13]([NH:12][S:9]([C:6]1[CH:5]=[CH:4][C:3]([I:2])=[CH:8][CH:7]=1)(=[O:11])=[O:10])[C:16]([OH:18])=[O:17])[CH3:20] |f:3.4|. Reported procedure: HCl gas was rapidly bubbled through a suspension of acid 8-3 (4.0 g, 10.81 mmol) in EtOH (50 ml) at 0° C. for 10 minutes. The cooling bath was removed and the reaction was heated to 60° C. After 18 h, the reaction was concentrated to provide ester 8-4 as a white solid. 1H NMR (300 MHz, CD3OD) δ 7.98 (d, 2H, J=8 Hz), 7.63 (d, 2H, J=8 Hz), 4.25 (q, 1H, J=5 Hz), 3.92 (m, 2H), 3.33 (m, 1H), 3.06 (m, 1H), 1.01 (t, 3H, J=7 Hz). Reactants: C(C)(C)(C)ON=C1C=C(OC2=CC=C(C=C12)O)C1=CC2=C(C=N1)C=CS2 (6-Hydroxy-2-thieno[3,2-c]pyridin-6-yl-chromen-4-one O-tert-butyl-oxime), Cl.ClCCN1CCC(CC1)(F)F (1-(2-Chloro-ethyl)-4,4-difluoro-piperidine hydrochloride). Reported procedure: 6-[2-(4,4-Difluoro-piperidin-1-yl)-ethoxy]-2-thieno[3,2-c]pyridin-6-yl-chromen-4-one oxime, hydrochloride was prepared in 28% overall yield using the method described in example 127, starting from 6-Hydroxy-2-thieno[3,2-c]pyridin-6-yl-chromen-4-one O-tert-butyl-oxime (example 127B) and 1-(2-Chloro-ethyl)-4,4-difluoro-piperidine hydrochloride. The product is Cl.FC1(CCN(CC1)CCOC=1C=C2C(C=C(OC2=CC1)C1=CC2=C(C=N1)C=CS2)=NO)F (6-[2-(4,4-Difluoro-piperidin-1-yl)-ethoxy]-2-thieno[3,2-c]pyridin-6-yl-chromen-4-one oxime, hydrochloride). RXN SMILES: C([O:5][N:6]=[C:7]1[C:16]2[C:11](=[CH:12][CH:13]=[C:14]([OH:17])[CH:15]=2)[O:10][C:9]([C:18]2[N:23]=[CH:22][C:21]3[CH:24]=[CH:25][S:26][C:20]=3[CH:19]=2)=[CH:8]1)(C)(C)C.Cl.[Cl:28][CH2:29][CH2:30][N:31]1[CH2:36][CH2:35][C:34]([F:38])([F:37])[CH2:33][CH2:32]1>>[ClH:28].[F:37][C:34]1([F:38])[CH2:35][CH2:36][N:31]([CH2:30][CH2:29][O:17][C:14]2[CH:15]=[C:16]3[C:11](=[CH:12][CH:13]=2)[O:10][C:9]([C:18]2[N:23]=[CH:22][C:21]4[CH:24]=[CH:25][S:26][C:20]=4[CH:19]=2)=[CH:8][C:7]3=[N:6][OH:5])[CH2:32][CH2:33]1 |f:1.2,3.4|. The reactants are O1CCOC12CCC(CC2)N2C=1N(C(=C(C2=O)CC2=CC=C(C=C2)C=2C(=CC=CC2)C#N)CCC)N=C(N1)C(F)(F)F (4′-{[4-(1,4-dioxaspiro[4.5]dec-8-yl)-5-oxo-7-propyl-2-(trifluoromethyl)-4,5-dihydro[1,2,4]triazolo[1,5-a]pyrimidin-6-yl]methyl}biphenyl-2-carbonitrile), Cl (hydrochloric acid), [OH-].[Na+] (sodium hydroxide). Solvent: O1CCCC1 (tetrahydrofuran). Run at temperature 90 celsius, time 20 hour. Yields the product OC1CCC(CC1)N1C=2N(C(=C(C1=O)CC1=CC=C(C=C1)C=1C(=CC=CC1)C#N)CCC)N=C(N2)C(F)(F)F (4′-{[4-(4-hydroxycyclohexyl)-5-oxo-7-propyl-2-(trifluoromethyl)-4,5-dihydro[1,2,4]triazolo[1,5-a]pyrimidin-6-yl]methyl}biphenyl-2-carbonitrile), compound. The yield is 60.0%. Reaction SMILES: O1[C:5]2([CH2:10][CH2:9][CH:8]([N:11]3[C:16](=[O:17])[C:15]([CH2:18][C:19]4[CH:24]=[CH:23][C:22]([C:25]5[C:26]([C:31]#[N:32])=[CH:27][CH:28]=[CH:29][CH:30]=5)=[CH:21][CH:20]=4)=[C:14]([CH2:33][CH2:34][CH3:35])[N:13]4[N:36]=[C:37]([C:39]([F:42])([F:41])[F:40])[N:38]=[C:12]34)[CH2:7][CH2:6]2)[O:4]CC1.Cl.[OH-].[Na+]>O1CCCC1>[OH:4][CH:5]1[CH2:10][CH2:9][CH:8]([N:11]2[C:16](=[O:17])[C:15]([CH2:18][C:19]3[CH:20]=[CH:21][C:22]([C:25]4[C:26]([C:31]#[N:32])=[CH:27][CH:28]=[CH:29][CH:30]=4)=[CH:23][CH:24]=3)=[C:14]([CH2:33][CH2:34][CH3:35])[N:13]3[N:36]=[C:37]([C:39]([F:41])([F:42])[F:40])[N:38]=[C:12]23)[CH2:7][CH2:6]1 |f:2.3|. Reported procedure: To a solution of 4′-{[4-(1,4-dioxaspiro[4.5]dec-8-yl)-5-oxo-7-propyl-2-(trifluoromethyl)-4,5-dihydro[1,2,4]triazolo[1,5-a]pyrimidin-6-yl]methyl}biphenyl-2-carbonitrile (7.69 g) in tetrahydrofuran (25 mL) was added 6N hydrochloric acid (25 mL), and the mixture was stirred at 90° C. for 20 hr. The reaction mixture was cooled to room temperature, neutralized with 2 N aqueous sodium hydroxide solution, and extracted with ethyl acetate. The extract was washed with saturated brine, and dried over anhy... Reactants: FC1=C(C=C(C(=C1)[N+](=O)[O-])F)F (1,2,4-trifluoro-5-nitro-benzene), C(C)OC(C(C(=O)OCC)CC(C)C)=O (2-Isobutylmalonic acid diethyl ester), [H-].[Na+] (sodium hydride), ice water. The solvent is CN(C)C=O (DMF), CN(C)C=O (DMF), CN(C)C=O (DMF). Reaction conditions: time 0.5 hour. Yields the product C(C)OC(C(C(=O)OCC)(CC(C)C)C1=C(C=C(C(=C1)F)[N+](=O)[O-])F)=O (2-(2,5-difluoro-4-nitrophenyl)-2-isobutylmalonic acid diethyl ester). Isolated yield 90.1%. RXN SMILES: [CH2:1]([O:3][C:4](=[O:15])[CH:5]([CH2:11][CH:12]([CH3:14])[CH3:13])[C:6]([O:8][CH2:9][CH3:10])=[O:7])[CH3:2].[H-].[Na+].[F:18][C:19]1[CH:24]=[C:23]([N+:25]([O-:27])=[O:26])[C:22]([F:28])=[CH:21][C:20]=1F>CN(C=O)C>[CH2:1]([O:3][C:4](=[O:15])[C:5]([C:20]1[CH:21]=[C:22]([F:28])[C:23]([N+:25]([O-:27])=[O:26])=[CH:24][C:19]=1[F:18])([CH2:11][CH:12]([CH3:13])[CH3:14])[C:6]([O:8][CH2:9][CH3:10])=[O:7])[CH3:2] |f:1.2|. Procedure: 2-Isobutylmalonic acid diethyl ester (40.0 g, 0.185 mol) in DMF (50 mL) was added dropwise to a stirred suspension of sodium hydride (60% in mineral oil, 8.0 g, 0.33 mol) in 200 mL DMF (200 mL) over 20 min. at 0° C. under nitrogen. The mixture was stirred for 0.5 h at room temperature, cooled to 0° C. and 1,2,4-trifluoro-5-nitro-benzene (30.0 g, 169.5 mmol) in DMF (150 mL) was added dropwise. The resulting reaction mixture was stirred at room temperature for 16 h, poured into ice water (200 mL) ...